The task is: describe an organic reaction: reactants, conditions, products, and yield. This data is from the Open Reaction Database (ORD), a public repository of structured organic reaction records. Starting materials: C(C)OC(=O)COC1=NC=CC=C1[N+](=O)[O-] (2-(ethoxycarbonyl)methoxy-3-nitropyridine). The reagents and catalysts are [Pd] (palladium/carbon). Run in C(C)(=O)OCC (ethyl acetate). Reaction conditions: time 3 hour. Yields the product NC=1C(=NC=CC1)OCC(=O)OCC (3-amino-2-(ethoxycarbonyl)methoxypyridine). Yield: 88.5%. Reaction SMILES: [CH2:1]([O:3][C:4]([CH2:6][O:7][C:8]1[C:13]([N+:14]([O-])=O)=[CH:12][CH:11]=[CH:10][N:9]=1)=[O:5])[CH3:2]>[Pd].C(OCC)(=O)C>[NH2:14][C:13]1[C:8]([O:7][CH2:6][C:4]([O:3][CH2:1][CH3:2])=[O:5])=[N:9][CH:10]=[CH:11][CH:12]=1. Procedure details: A mixture of 48.3 g of 2-(ethoxycarbonyl)methoxy-3-nitropyridine, 7.8 g of 10% palladium/carbon and 540 ml of ethyl acetate was stirred for 3 hours at room temperature under hydrogen atmosphere. The reaction system was purged with nitrogen, then, the reaction solution was filtrated through Celite, and the filtrate was concentrated. The residue was subjected to silica gel column chromatography to obtain 37.1 g of 3-amino-2-(ethoxycarbonyl)methoxypyridine. 1H-NMR(CDCl3/300 MHz) δ(ppm): 1.27 (t, 3H... Reactants: CC(=O)O, CCC(C)COC(=O)c1ccc(O)cc1, ClNCl, Cl. Yields the product CCC(C)COC(=O)c1ccc(O)c(Cl)c1. RXN SMILES: [CH3:20][C:21](=[O:22])[OH:23].[CH3:5][CH:6]([CH2:7][O:8][C:9]([c:10]1[cH:11][cH:12][c:13]([OH:16])[cH:14][cH:15]1)=[O:17])[CH2:18][CH3:19].[Cl:1][NH:2][Cl:3].[ClH:4]>>[Cl:4][c:14]1[c:13]([OH:16])[cH:12][cH:11][c:10]([C:9]([O:8][CH2:7][CH:6]([CH3:5])[CH2:18][CH3:19])=[O:17])[cH:15]1. The reactants are Cl (hydrogen chloride), Cl.O[C@@H]1C(N(C2=C(C[C@@H]1C1=CC=C(C=C1)OC)C=C(C=C2)Cl)CCCN(C)C)=O ((cis)-3-(hydroxy)-7-chloro-1-[3-(dimethylamino)propyl]-1,3,4,5-tetrahydro-4-(4-methoxyphenyl)-2H-1-benzazepin-2-one, monohydrochloride), ClCCl.CO.C(C)(=O)O (dichloromethane methanol acetic acid). The solvent is CCOCC (ether), C(C)(=O)OC(C)=O (acetic anhydride). Run at time 3 hour. Yields the product Cl.C(C)(=O)O[C@@H]1C(N(C2=C(C[C@@H]1C1=CC=C(C=C1)OC)C=C(C=C2)Cl)CCCN(C)C)=O ((cis)-3-(Acetyloxy)-7-chloro-1-[3-(dimethylamino)propyl]-1,3,4,5-tetrahydro-4-(4-methoxyphenyl)-2H-1-benzazepin-2-one, monohydrochloride). As a reaction SMILES: Cl.[OH:2][C@H:3]1[C@@H:9]([C:10]2[CH:15]=[CH:14][C:13]([O:16][CH3:17])=[CH:12][CH:11]=2)[CH2:8][C:7]2[CH:18]=[C:19]([Cl:22])[CH:20]=[CH:21][C:6]=2[N:5]([CH2:23][CH2:24][CH2:25][N:26]([CH3:28])[CH3:27])[C:4]1=[O:29].Cl.ClCCl.CO.[C:36](O)(=[O:38])[CH3:37]>C(OC(=O)C)(=O)C.CCOCC>[ClH:22].[C:36]([O:2][C@H:3]1[C@@H:9]([C:10]2[CH:15]=[CH:14][C:13]([O:16][CH3:17])=[CH:12][CH:11]=2)[CH2:8][C:7]2[CH:18]=[C:19]([Cl:22])[CH:20]=[CH:21][C:6]=2[N:5]([CH2:23][CH2:24][CH2:25][N:26]([CH3:27])[CH3:28])[C:4]1=[O:29])(=[O:38])[CH3:37] |f:0.1,3.4.5,8.9|. Reported procedure: A stirred suspension of (cis)-3-(hydroxy)-7-chloro-1-[3-(dimethylamino)propyl]-1,3,4,5-tetrahydro-4-(4-methoxyphenyl)-2H-1-benzazepin-2-one, monohydrochloride (0.96 g; 2.18 mmol) in 35 ml of acetic anhydride was heated in an oil bath under argon and the resulting solution kept at 115°-118,° C. for 3 hours. The acetic anhydride was removed on a rotary evaporator at 0.2 mm to give a solid. The latter was rubbed under ethyl acetate, treated with 0.5 ml of saturated hydrogen chloride in ether to pH ... Reactants: C(C)OC(=O)C1(CCN(CC1)CC1=CC=C(C=C1)OC)S(=O)(=O)C1=CC=C(C=C1)OCCCC (4-(4-Butoxy-benzenesulfonyl)-1-(4-methoxy-benzyl)piperidine-4-carboxylic acid ethyl ester), [OH-].[Na+] (sodium hydroxide), solid. Solvent: CO (methanol). Yields the product C(CCC)OC1=CC=C(C=C1)S(=O)(=O)C1(CCN(CC1)CC1=CC=C(C=C1)OC)C(=O)O (4-(4-n-Butoxy-benzenesulfonyl)1-(4-methoxy-benzyl)-piperidine-4-carboxylic acid). Reaction SMILES: C([O:3][C:4]([C:6]1([S:21]([C:24]2[CH:29]=[CH:28][C:27]([O:30][CH2:31][CH2:32][CH2:33][CH3:34])=[CH:26][CH:25]=2)(=[O:23])=[O:22])[CH2:11][CH2:10][N:9]([CH2:12][C:13]2[CH:18]=[CH:17][C:16]([O:19][CH3:20])=[CH:15][CH:14]=2)[CH2:8][CH2:7]1)=[O:5])C.[OH-].[Na+]>CO>[CH2:31]([O:30][C:27]1[CH:28]=[CH:29][C:24]([S:21]([C:6]2([C:4]([OH:5])=[O:3])[CH2:7][CH2:8][N:9]([CH2:12][C:13]3[CH:14]=[CH:15][C:16]([O:19][CH3:20])=[CH:17][CH:18]=3)[CH2:10][CH2:11]2)(=[O:22])=[O:23])=[CH:25][CH:26]=1)[CH2:32][CH2:33][CH3:34] |f:1.2|. Reported procedure: 4-(4-n-Butoxy-benzenesulfonyl)1-(4-methoxy-benzyl)-piperidine-4-carboxylic acid was prepared starting from 4-(4-Butoxy-benzenesulfonyl)-1-(4-methoxy-benzyl)piperidine-4-carboxylic acid ethyl ester (3.0 g, 6.1 mmol) dissolve in methanol (30 mL), 10 N sodium hydroxide (10 mL), tetrahydrohydrofuran (20 ML). The resulting reaction mixture was worked up as outlined in example 83. Yield 1.5 g (53%). white solid mp 207° C. , MS: 462.5 (M+H)+. Starting materials: [OH-].[Na+] (Sodium hydroxide), ClC=1C(=C(C(=O)OC)C=CC1Cl)N(C(=O)OCC)C (methyl 3,4-dichloro-2-(N-methyl-N-ethoxycarbonylamino)benzoate). Solvent: CO (methanol). Yields the product ClC=1C(=C(C(=O)O)C=CC1Cl)N(C)C(=O)OCC (3,4-dichloro-2-(N-methyl-ethoxycarbonylamino)benzoic acid). Isolated yield 108.0%. Reaction SMILES: [OH-].[Na+].[Cl:3][C:4]1[C:5]([N:15]([CH3:21])[C:16]([O:18][CH2:19][CH3:20])=[O:17])=[C:6]([CH:11]=[CH:12][C:13]=1[Cl:14])[C:7]([O:9]C)=[O:8]>CO>[Cl:3][C:4]1[C:5]([N:15]([C:16]([O:18][CH2:19][CH3:20])=[O:17])[CH3:21])=[C:6]([CH:11]=[CH:12][C:13]=1[Cl:14])[C:7]([OH:9])=[O:8] |f:0.1|. Reported procedure: Sodium hydroxide solution (2M, 44.6 ml), was added dropwise during 5 minutes to a stirred solution of methyl 3,4-dichloro-2-(N-methyl-N-ethoxycarbonylamino)benzoate (9.1 g) in methanol. After 0.5 hours the methanol was evaporated, the residue diluted (water), washed (ether), acidified with potassium bisulphate and extracted (ethyl acetate). The extract was dried (magnesium sulphate) and evaporated to give 3,4-dichloro-2-(N-methyl-ethoxycarbonylamino)benzoic acid (9.38 g) as a brown oil, NMR 1.2(... The reactants are CCOC(=O)C (EtOAc), FC(OC1=CC=C(C=C1)C1=NOC(=N1)C(=O)NN)(F)F (3-(4-(trifluoromethoxy)phenyl)-1,2,4-oxadiazole-5-carbohydrazide), Cl.C(C)(N)=N (acetimidamide hydrochloride), [OH-].[Na+] (NaOH). Solvent: C1CCOC1 (THF). Reaction conditions: temperature 180 celsius, time 15 minute. The product is CC1=NC(=NN1)C1=NC(=NO1)C1=CC=C(C=C1)OC(F)(F)F (5-(5-Methyl-1H-1,2,4-triazol-3-yl)-3-(4-(trifluoromethoxy)phenyl)-1,2,4-oxadiazole). Isolated yield 45.8%. Reaction SMILES: [F:1][C:2]([F:20])([F:19])[O:3][C:4]1[CH:9]=[CH:8][C:7]([C:10]2[N:14]=[C:13]([C:15]([NH:17][NH2:18])=O)[O:12][N:11]=2)=[CH:6][CH:5]=1.Cl.[C:22](=N)([NH2:24])[CH3:23].[OH-].[Na+].CCOC(C)=O>C1COCC1>[CH3:23][C:22]1[NH:18][N:17]=[C:15]([C:13]2[O:12][N:11]=[C:10]([C:7]3[CH:8]=[CH:9][C:4]([O:3][C:2]([F:20])([F:19])[F:1])=[CH:5][CH:6]=3)[N:14]=2)[N:24]=1 |f:1.2,3.4|. Procedure: To a solution of 3-(4-(trifluoromethoxy)phenyl)-1,2,4-oxadiazole-5-carbohydrazide (9.7 g, 33.7 mmol) and acetimidamide hydrochloride (4.8 g, 50.5 mmol) in dry THF (300 mL), NaOH (2.0 g, 50.5 mmol) was added at RT. The mixture was refluxed overnight. The solution was cooled, concentrated and ethane-1,2-diol (100 mL) was added. The resulting mixture was heated at 180° C. for 3 h, cooled to RT, diluted with H2O (800 mL), and extracted with EtOAc (3×400 mL). The combined organic layers were washed w...